describe an organic reaction: reactants, conditions, products, and yield From a dataset of the Open Reaction Database (ORD), a public repository of structured organic reaction records. Reactants: BrC1=C(C=NC(=C1)C(C(F)(F)F)(C)C)NC(CC1=C(C=C(C=C1)C=1C=NC(=CC1OCC)OCC1=CC=C(C=C1)OC)F)=O (N-(4-bromo-6-(1,1,1-trifluoro-2-methylpropan-2-yl)pyridin-3-yl)-2-(4-(4-ethoxy-6-((4-methoxybenzyl)oxy)pyridin-3-yl)-2-fluorophenyl)acetamide), C(Cl)Cl (DCM). The reagents and catalysts are [Pd] (Pd/C). Conditions: temperature 25 celsius, time 72 hour. The product is Cl.C(C)OC=1C(=CNC(C1)=O)C1=CC(=C(C=C1)CC(=O)NC=1C=NC(=CC1)C(C(F)(F)F)(C)C)F (2-(4-(4-ethoxy-6-oxo-1,6-dihydropyridin-3-yl)-2-fluorophenyl)-N-(6-(1,1,1-trifluoro-2-methylpropan-2-yl)pyridin-3-yl)acetamide hydrochloride). The yield is 34.6%. As a reaction SMILES: Br[C:2]1[CH:7]=[C:6]([C:8]([CH3:14])([CH3:13])[C:9]([F:12])([F:11])[F:10])[N:5]=[CH:4][C:3]=1[NH:15][C:16](=[O:44])[CH2:17][C:18]1[CH:23]=[CH:22][C:21]([C:24]2[CH:25]=[N:26][C:27]([O:33]CC3C=CC(OC)=CC=3)=[CH:28][C:29]=2[O:30][CH2:31][CH3:32])=[CH:20][C:19]=1[F:43].C(Cl)[Cl:46]>[Pd]>[ClH:46].[CH2:31]([O:30][C:29]1[C:24]([C:21]2[CH:22]=[CH:23][C:18]([CH2:17][C:16]([NH:15][C:3]3[CH:4]=[N:5][C:6]([C:8]([CH3:14])([CH3:13])[C:9]([F:11])([F:12])[F:10])=[CH:7][CH:2]=3)=[O:44])=[C:19]([F:43])[CH:20]=2)=[CH:25][NH:26][C:27](=[O:33])[CH:28]=1)[CH3:32] |f:3.4|. Reported procedure: To a mixture of N-(4-bromo-6-(1,1,1-trifluoro-2-methylpropan-2-yl)pyridin-3-yl)-2-(4-(4-ethoxy-6-((4-methoxybenzyl)oxy)pyridin-3-yl)-2-fluorophenyl)acetamide (30 mg, 0.044 mmol) in DCM (10 mL) was added Pd/C (4 mg, 0.038 mmol). The mixture was stirred at 25° C. for 72 h under H2. The mixture was filtered and concentrated. The crude material was purified by preparative HPLC (Column: ASB C18 150*25 mm; Mobile phase A: Water+0.1% HCl; Mobile phaseB: MeCN; Flowrate: 25 mL/min; Gradient Profile Descr... Starting materials: C(C)(=O)O[C@@H]1[C@]2(C)[C@@H](CC1)[C@@H]1[C@@H](CC3=CC(CC[C@@H]3[C@H]1CC2)=O)CCCCCO (17β-acetoxy-7α-(5-hydroxypentyl)-estr-4-en-3-one), C(C)(=O)OC(C)=O (acetic anhydride). The solvent is C(C)(=O)OCC (ethyl acetate), N1=CC=CC=C1 (pyridine). Run at temperature 25 celsius, time 16 hour. Yields the product C(C)(=O)O[C@@H]1[C@]2(C)[C@@H](CC1)[C@@H]1[C@@H](CC3=CC(CC[C@@H]3[C@H]1CC2)=O)CCCCCOC(C)=O (17β-acetoxy-7α-(5-acetoxypentyl)-estr-4-en-3-one). RXN SMILES: [C:1]([O:4][C@H:5]1[CH2:10][CH2:9][C@H:8]2[C@H:11]3[C@H:20]([CH2:21][CH2:22][C@:6]12[CH3:7])[C@@H:19]1[C:14](=[CH:15][C:16](=[O:23])[CH2:17][CH2:18]1)[CH2:13][C@H:12]3[CH2:24][CH2:25][CH2:26][CH2:27][CH2:28][OH:29])(=[O:3])[CH3:2].[C:30](OC(=O)C)(=[O:32])[CH3:31]>N1C=CC=CC=1.C(OCC)(=O)C>[C:1]([O:4][C@H:5]1[CH2:10][CH2:9][C@H:8]2[C@H:11]3[C@H:20]([CH2:21][CH2:22][C@:6]12[CH3:7])[C@@H:19]1[C:14](=[CH:15][C:16](=[O:23])[CH2:17][CH2:18]1)[CH2:13][C@H:12]3[CH2:24][CH2:25][CH2:26][CH2:27][CH2:28][O:29][C:30](=[O:32])[CH3:31])(=[O:3])[CH3:2]. Procedure details: A solution of 37.7 g of 17β-acetoxy-7α-(5-hydroxypentyl)-estr-4-en-3-one in 160 ml of pyridine is slowly mixed with 80 ml of acetic anhydride and stirred for 16 hours at 25° C. Then, it is diluted with ethyl acetate, and the organic phase, after washing with sodium bicarbonate solution, is dried and concentrated by evaporation. The residue is chromatographed on silica gel, and 26.6 g of 17β-acetoxy-7α-(5-acetoxypentyl)-estr-4-en-3-one is obtained as oil. [α]D22 =+20.0°(c=0.51% in chloroform)